describe an organic reaction: reactants, conditions, products, and yield From a dataset of the Open Reaction Database (ORD), a public repository of structured organic reaction records. Reactants: C(C)(C)(C)C1=C(C(S([C@H]2N1C([C@@H]2OC)=S)(=O)=O)CC(=O)OC(C2=CC=CC=C2)C2=CC=CC=C2)C (4-tert-butyl-7α-methoxy-3-methyl-2-(benzhydryloxycarbonylmethyl)thio-3-cephem 1,1-dioxide). The solvent is ClCCl (dichloromethane), C1(=CC=CC=C1)OC (anisole), FC(C(=O)O)(F)F (trifluoroacetic acid). Yields the product C(C)(C)(C)C1=C(C(S([C@H]2N1C([C@@H]2OC)=S)(=O)=O)CC(=O)O)C (4-Tert-butyl-7α-methoxy-3-methyl-2-(carboxymethyl)thio-3-cephem 1,1-dioxide). Reaction SMILES: [C:1]([C:5]1[N:10]2[C:11](=[S:15])[C@H:12]([O:13][CH3:14])[C@H:9]2[S:8](=[O:17])(=[O:16])[CH:7]([CH2:18][C:19]([O:21]C(C2C=CC=CC=2)C2C=CC=CC=2)=[O:20])[C:6]=1[CH3:35])([CH3:4])([CH3:3])[CH3:2]>ClCCl.C1(OC)C=CC=CC=1.FC(F)(F)C(O)=O>[C:1]([C:5]1[N:10]2[C:11](=[S:15])[C@H:12]([O:13][CH3:14])[C@H:9]2[S:8](=[O:16])(=[O:17])[CH:7]([CH2:18][C:19]([OH:21])=[O:20])[C:6]=1[CH3:35])([CH3:4])([CH3:2])[CH3:3]. Procedure details: To a solution of 4-tert-butyl-7α-methoxy-3-methyl-2-(benzhydryloxycarbonylmethyl)thio-3-cephem 1,1-dioxide (see Example 16) (20 mg) in dichloromethane (0.5 ml), anisole (60 ml) and trifluoroacetic acid (0.3 ml) were added sequentially. The mixture was let stand for 3 hours at room temperature then concentrated in vacuo. Diisopropylether (10 ml) was added under stirring. The light yellow powder thus obtained was filtered and dried in vacuo (12 mg). Reactants: C(C1=CC=CC=C1)N(C=1C(=C(C=CC1)NS(=O)(=O)C)C)CC1=CC=C(C=C1)OC1=CC(=CC=C1)OC[C@@H]1OC(OC1)(C)C (N-(3-(benzyl(4-(3-(((4S)-2,2-dimethyl-1,3-dioxolan-4-yl)methoxy)phenoxy)benzyl)amino)-2-methylphenyl)methanesulfonamide), FOC(C(F)(F)F)=O (tetrafluoroacetic acid). Solvent: ClCCl (dichloromethane). Run at time 3 hour. Product: C(C1=CC=CC=C1)N(C=1C(=C(C=CC1)NS(=O)(=O)C)C)CC1=CC=C(C=C1)OC1=CC(=CC=C1)OC[C@@H](CO)O (N-(3-{benzyl[4-(3-{[(2R)-2,3-dihydroxypropyl]oxy}phenoxy)benzyl]amino}-2-methylphenyl)methanesulfonamide). Reaction SMILES: [CH2:1]([N:8]([CH2:21][C:22]1[CH:27]=[CH:26][C:25]([O:28][C:29]2[CH:34]=[CH:33][CH:32]=[C:31]([O:35][CH2:36][C@H:37]3[CH2:41][O:40]C(C)(C)[O:38]3)[CH:30]=2)=[CH:24][CH:23]=1)[C:9]1[C:10]([CH3:20])=[C:11]([NH:15][S:16]([CH3:19])(=[O:18])=[O:17])[CH:12]=[CH:13][CH:14]=1)[C:2]1[CH:7]=[CH:6][CH:5]=[CH:4][CH:3]=1.FOC(=O)C(F)(F)F>ClCCl>[CH2:1]([N:8]([CH2:21][C:22]1[CH:27]=[CH:26][C:25]([O:28][C:29]2[CH:34]=[CH:33][CH:32]=[C:31]([O:35][CH2:36][C@H:37]([OH:38])[CH2:41][OH:40])[CH:30]=2)=[CH:24][CH:23]=1)[C:9]1[C:10]([CH3:20])=[C:11]([NH:15][S:16]([CH3:19])(=[O:17])=[O:18])[CH:12]=[CH:13][CH:14]=1)[C:2]1[CH:7]=[CH:6][CH:5]=[CH:4][CH:3]=1. Reported procedure: The product from Example 285A was treated with tetrafluoroacetic acid (0.20 mL) and dichloromethane (1.8 mL). The reaction mixture was stirred for 3 hours at room temperature, then dried in vaccuo, and purified by HPLC to provide the titled compound. 1H NMR (500 MHz, DMSO-d6) δ8.95 (s, 1 H), 7.23 (m, 8 H), 7.04 (m, 1 H), 6.94 (m, 4 H), 6.69 (m, 1 H), 6.49 (m, 2 H), 4.06 (s, 2 H), 4.03 (s, 2 H), 3.95 (m, 1 H), 3.81 (m, 1 H), 3.75 (m, 1 H), 3.41 (m, 2 H), 2.91 (s, 3 H), 2.40 (s, 3 H); MS (APCI+) m... Reactants: C(C)(=O)NC[C@H]1CN(C(O1)=O)C=1C=C2CCN(CC2=CC1)C(=O)OC (methyl 6-[(5S)-5-[(acetylamino)methyl]-2-oxo-3-oxazolidinyl]-3,4-dihydro-2(1H)-isoquinolinecarboxylate), COC=1C=CC(=CC1)P2(=S)SP(=S)(S2)C=3C=CC(=CC3)OC (Lawesson's reagent). Yields the product C1OCCC2=C1C=C(C=C2)N2C(O[C@H](C2)CNC(C)=O)=O ((+)-N-[[(5S)-3-(3,4-dihydro-1H-2-benzopyran-7-yl)-2-oxo-5-oxazolidinyl]methyl]acetamide). Reaction SMILES: [C:1]([NH:4][CH2:5][C@@H:6]1[O:10][C:9](=[O:11])[N:8]([C:12]2[CH:13]=[C:14]3[C:19](=[CH:20][CH:21]=2)[CH2:18]N(C(OC)=O)C[CH2:15]3)[CH2:7]1)(=[O:3])[CH3:2].[CH3:26][O:27]C1C=CC(P2(SP(C3C=CC(OC)=CC=3)(=S)S2)=S)=CC=1>>[CH2:15]1[C:14]2[CH:13]=[C:12]([N:8]3[CH2:7][C@H:6]([CH2:5][NH:4][C:1](=[O:3])[CH3:2])[O:10][C:9]3=[O:11])[CH:21]=[CH:20][C:19]=2[CH2:18][CH2:26][O:27]1. Procedure: Following the general procedure of Example 5, and making non-critical variations but substituting (−)-N-[[(5S)-3-(3,4-dihydro-1H-2-benzopyran-7-yl)-2-oxo-5-oxazolidinyl]methyl]acetamide (Step 4) for methyl 6-[(5S)-5-[(acetylamino)methyl]-2-oxo-3-oxazolidinyl]-3,4-dihydro-2(1H)-isoquinolinecarboxylate, using 0.7 mol-equivalents of Lawesson's reagent and repurifying the product by trituration with MeOH/Et2O or recrystallization from EtOAc/hexane, the title compound is obtained (84%) as a white sol... Starting materials: C1CCOC1, CC1CC(N=[N+]=[N-])C(O)CN(S(=O)(=O)c2ccccn2)C1, O, c1ccc(P(c2ccccc2)c2ccccc2)cc1. Product: CC1CC(N)C(O)CN(S(=O)(=O)c2ccccn2)C1. Reaction SMILES: [CH2:41]1[O:42][CH2:43][CH2:44][CH2:45]1.[N:1](=[N+:2]=[N-:3])[CH:4]1[CH:5]([OH:21])[CH2:6][N:7]([S:12](=[O:13])(=[O:14])[c:15]2[n:16][cH:17][cH:18][cH:19][cH:20]2)[CH2:8][CH:9]([CH3:11])[CH2:10]1.[OH2:46].[c:22]1([P:23]([c:24]2[cH:25][cH:26][cH:27][cH:28][cH:29]2)[c:30]2[cH:31][cH:32][cH:33][cH:34][cH:35]2)[cH:36][cH:37][cH:38][cH:39][cH:40]1>>[NH2:1][CH:4]1[CH:5]([OH:21])[CH2:6][N:7]([S:12](=[O:13])(=[O:14])[c:15]2[n:16][cH:17][cH:18][cH:19][cH:20]2)[CH2:8][CH:9]([CH3:11])[CH2:10]1.